Dataset: the Open Reaction Database (ORD), a public repository of structured organic reaction records. Task: describe an organic reaction: reactants, conditions, products, and yield The reactants are C1COCCN1, CCO, CC(=O)c1ccc(Cl)nc1. Yields the product CC(=O)c1ccc(N2CCOCC2)nc1. As a reaction SMILES: [CH2:11]1[CH2:12][O:13][CH2:14][CH2:15][NH:16]1.[CH3:17][CH2:18][OH:19].[Cl:1][c:2]1[cH:3][cH:4][c:5]([C:8]([CH3:9])=[O:10])[cH:6][n:7]1>>[c:2]1([N:16]2[CH2:11][CH2:12][O:13][CH2:14][CH2:15]2)[cH:3][cH:4][c:5]([C:8]([CH3:9])=[O:10])[cH:6][n:7]1. Reactants: COC(=O)C=1SC(=CC1NS(=O)(=O)C1=C(C=C(C=C1)C)C)C(C)(C)C (5-tert-Butyl-3-(2,4-dimethyl-benzenesulfonylamino)-thiophene-2-carboxylic acid methyl ester), O[Li].O (LiOH.H2O). The product is C(C)(C)(C)C1=CC(=C(S1)C(=O)O)NS(=O)(=O)C1=C(C=C(C=C1)C)C (5-tert-Butyl-3-(2,4-dimethyl-benzenesulfonylamino)-thiophene-2-carboxylic acid). Isolated yield 70.0%. Reaction SMILES: C[O:2][C:3]([C:5]1[S:6][C:7]([C:22]([CH3:25])([CH3:24])[CH3:23])=[CH:8][C:9]=1[NH:10][S:11]([C:14]1[CH:19]=[CH:18][C:17]([CH3:20])=[CH:16][C:15]=1[CH3:21])(=[O:13])=[O:12])=[O:4].O[Li].O>>[C:22]([C:7]1[S:6][C:5]([C:3]([OH:4])=[O:2])=[C:9]([NH:10][S:11]([C:14]2[CH:19]=[CH:18][C:17]([CH3:20])=[CH:16][C:15]=2[CH3:21])(=[O:13])=[O:12])[CH:8]=1)([CH3:25])([CH3:24])[CH3:23] |f:1.2|. Procedure: Hydrolysis of the 5-tert-Butyl-3-(2,4-dimethyl-benzenesulfonylamino)-thiophene-2-carboxylic acid methyl ester (55 mg, 0.14 mmol) using LiOH.H2O (22 mg) as previously described provided the 5-tert-Butyl-3-(2,4-dimethyl-benzenesulfonylamino)-thiophene-2-carboxylic acid (36 mg, 70% yield) as a solid. 1H NMR (CD3OD, 400 MHz) 7.85 (d, J=8.6 Hz, 1H), 7.14-7.10 (m, 2H), 7.0 (s, 1H), 2.56 (s, 3H), 2.31 (s, 3H), 1.27 (s, 9H).